This data is from the Open Reaction Database (ORD), a public repository of structured organic reaction records. The task is: describe an organic reaction: reactants, conditions, products, and yield Reactants: O=C(O)c1cccc(Br)c1F, O=C([O-])O, CCN=C=NCCCN(C)C, ClC(Cl)Cl, Cl, CC(C)(C)OC(=O)N1CCNCC1, [Na+], O, Oc1cccc2[nH]nnc12. The product is CC(C)(C)OC(=O)N1CCN(C(=O)c2cccc(Br)c2F)CC1. RXN SMILES: [Br:1][c:2]1[c:3]([F:11])[c:4]([C:5](=[O:6])[OH:7])[cH:8][cH:9][cH:10]1.[C:48](=[O:49])([OH:50])[O-:51].[CH3:37][N:38]([CH3:39])[CH2:40][CH2:41][CH2:42][N:43]=[C:44]=[N:45][CH2:46][CH3:47].[CH:53]([Cl:54])([Cl:55])[Cl:56].[ClH:36].[N:12]1([C:18](=[O:19])[O:20][C:21]([CH3:22])([CH3:23])[CH3:24])[CH2:13][CH2:14][NH:15][CH2:16][CH2:17]1.[Na+:52].[OH2:25].[OH:26][c:27]1[c:28]2[n:29][n:30][nH:31][c:32]2[cH:33][cH:34][cH:35]1>>[Br:1][c:2]1[c:3]([F:11])[c:4]([C:5](=[O:7])[N:15]2[CH2:14][CH2:13][N:12]([C:18](=[O:19])[O:20][C:21]([CH3:22])([CH3:23])[CH3:24])[CH2:17][CH2:16]2)[cH:8][cH:9][cH:10]1. Reactants: C(C)NC(=S)N1N=CCC1C1=CSC=C1 (5-Thiophen-3-yl-4,5-dihydro-pyrazole-1-carbothioic acid ethylamide), IC (iodomethane). The solvent is CO (methanol). Run at temperature 50 celsius. Yields the product CSC(=NCC)N1N=CCC1C1=CSC=C1 (N-ethyl-5-thiophen-3-yl-4,5-dihydro-pyrazole-1-carboximidothioic acid methyl ester). Isolated yield 0.2%. RXN SMILES: [CH2:1]([NH:3][C:4]([N:6]1[CH:10]([C:11]2[CH:15]=[CH:14][S:13][CH:12]=2)[CH2:9][CH:8]=[N:7]1)=[S:5])[CH3:2].I[CH3:17]>CO>[CH3:17][S:5][C:4]([N:6]1[CH:10]([C:11]2[CH:15]=[CH:14][S:13][CH:12]=2)[CH2:9][CH:8]=[N:7]1)=[N:3][CH2:1][CH3:2]. Procedure: 0.70 g (1 mol equiv.) 5-Thiophen-3-yl-4,5-dihydro-pyrazole-1-carbothioic acid ethylamide was dissolved in 14 mL methanol, 1.82 mL (10 mol equiv.) iodomethane was added and the reaction mixture was heated at 50° C. for 1 hour. Volatiles were removed in vacuo, the residue was taken up in dichloromethane and extracted with 5% aqueous NaHCO3. The organic layer was washed twice with water, dried over Na2SO4, filtered and evaporated to dryness. Purification by flash chromatography on silica gel (EtOAc... Starting materials: Cl (HCl), COCC1CCC(CC1)C1=CC=C(C=C1)C1=CC=C(C=C1)OC(F)(F)F (4'-(4-methoxymethylcyclohexyl)-4-trifluoromethoxybiphenyl), [Si](C)(C)(C)I (TMSI), C(C)#N (acetonitrile). Run in C(Cl)Cl (methylene chloride). Reaction conditions: time 4 hour. Product: OCC1CCC(CC1)C1=CC=C(C=C1)C1=CC=C(C=C1)OC(F)(F)F (4'-(4-hydroxymethylcyclohexyl)-4-trifluoromethoxybiphenyl). The yield is 68.0%. As a reaction SMILES: C[O:2][CH2:3][CH:4]1[CH2:9][CH2:8][CH:7]([C:10]2[CH:15]=[CH:14][C:13]([C:16]3[CH:21]=[CH:20][C:19]([O:22][C:23]([F:26])([F:25])[F:24])=[CH:18][CH:17]=3)=[CH:12][CH:11]=2)[CH2:6][CH2:5]1.[Si](I)(C)(C)C.C(#N)C.Cl>C(Cl)Cl>[OH:2][CH2:3][CH:4]1[CH2:9][CH2:8][CH:7]([C:10]2[CH:15]=[CH:14][C:13]([C:16]3[CH:17]=[CH:18][C:19]([O:22][C:23]([F:24])([F:25])[F:26])=[CH:20][CH:21]=3)=[CH:12][CH:11]=2)[CH2:6][CH2:5]1. Procedure: A mixture of 4'-(4-methoxymethylcyclohexyl)-4-trifluoromethoxybiphenyl (100 mmol), TMSI (144 mmol), 15 ml of acetonitrile, and 10 ml of methylene chloride was stirred at room temperature for 4 hr. Ice and 6 M HCl were added to the reaction mixture, and the mixture was stirred. The organic phase was washed twice with a saturated aqueous solution of sodium thiosulfate. It was then dried over magnesium sulfate anhydride, and the solvent was distilled off under reduced pressure to give a crude produ... Reactants: C(C)(C)(C)C=1N=C(C=2C(N1)=NN(N2)CC)N2CC(CC2)(F)F (5-tert-Butyl-7-(3,3-difluoro-pyrrolidin-1-yl)-2-ethyl-2H-[1,2,3]triazolo[4,5-d]pyrimidine), C(C)(C)(C)C=1N=C(C2=C(N1)NN=N2)N2CC(C(C2)(F)F)(F)F (5-tert-Butyl-7-(3,3,4,4-tetrafluoro-pyrrolidin-1-yl)-3H-[1,2,3]triazolo[4,5-d]pyrimidine), BrCC1=NON=C1C (3-(bromomethyl)-4-methyl-1,2,5-oxadiazole). Product: C(C)(C)(C)C=1N=C(C=2C(N1)=NN(N2)CC2=NON=C2C)N2CC(C(C2)(F)F)(F)F (5-tert-Butyl-2-(4-methyl-furazan-3-ylmethyl)-7-(3,3,4,4-tetrafluoro-pyrrolidin-1-yl)-2H-[1,2,3]triazolo[4,5-d]pyrimidine). As a reaction SMILES: C(C1N=C(N2CCC(F)(F)C2)C2C(=NN(CC)N=2)N=1)(C)(C)C.[C:23]([C:27]1[N:28]=[C:29]([N:36]2[CH2:40][C:39]([F:42])([F:41])[C:38]([F:44])([F:43])[CH2:37]2)[C:30]2[N:35]=[N:34][NH:33][C:31]=2[N:32]=1)([CH3:26])([CH3:25])[CH3:24].Br[CH2:46][C:47]1[C:51]([CH3:52])=[N:50][O:49][N:48]=1>>[C:23]([C:27]1[N:28]=[C:29]([N:36]2[CH2:40][C:39]([F:41])([F:42])[C:38]([F:43])([F:44])[CH2:37]2)[C:30]2[C:31](=[N:33][N:34]([CH2:46][C:47]3[C:51]([CH3:52])=[N:50][O:49][N:48]=3)[N:35]=2)[N:32]=1)([CH3:26])([CH3:24])[CH3:25]. Procedure details: In analogy to the procedure described for the synthesis of 5-tert-butyl-7-(3,3-difluoro-pyrrolidin-1-yl)-2-ethyl-2H-[1,2,3]triazolo[4,5-d]pyrimidine (example 3, step b), the title compound was prepared from 5-tert-Butyl-7-(3,3,4,4-tetrafluoro-pyrrolidin-1-yl)-3H-[1,2,3]triazolo[4,5-d]pyrimidine and 3-(bromomethyl)-4-methyl-1,2,5-oxadiazole and isolated as light yellow gum. MS (m/e): 415.3 (MH+). The reactants are Cc1ccccc1, COC(=O)C(N)Cc1ccccc1, O=C(Cl)Cl, ClCCl, Cl, c1ccncc1. Yields the product COC(=O)C(Cc1ccccc1)N=C=O. As a reaction SMILES: [CH3:25][c:26]1[cH:27][cH:28][cH:29][cH:30][cH:31]1.[CH3:2][O:3][C:4]([CH:5]([NH2:6])[CH2:7][c:8]1[cH:9][cH:10][cH:11][cH:12][cH:13]1)=[O:14].[Cl:21][C:22]([Cl:23])=[O:24].[Cl:32][CH2:33][Cl:34].[ClH:1].[cH:15]1[cH:16][cH:17][n:18][cH:19][cH:20]1>>[CH3:2][O:3][C:4]([CH:5]([N:6]=[C:22]=[O:24])[CH2:7][c:8]1[cH:9][cH:10][cH:11][cH:12][cH:13]1)=[O:14]. Reactants: compound 33, NC1=C(OCCCC(=O)OCC)C=CC=C1 (ethyl 4-(2-aminophenoxy)butyrate), CC1=CC=C(CN2C=CC3=CC(=CC=C23)/C(=C/C(=O)O)/C)C=C1 (3-[1-(4-methylbenzyl)indol-5-yl]isocrotonic acid). Yields the product CC1=CC=C(CN2C=CC3=CC(=CC=C23)/C(=C/C(=O)NC2=C(OCCCC(=O)O)C=CC=C2)/C)C=C1 (4-{2-[3-[1-(4-methylbenzyl)indol-5-yl]isocrotonoylamino]phenoxy}butyric acid). Reaction SMILES: [NH2:1][C:2]1[CH:16]=[CH:15][CH:14]=[CH:13][C:3]=1[O:4][CH2:5][CH2:6][CH2:7][C:8]([O:10]CC)=[O:9].[CH3:17][C:18]1[CH:39]=[CH:38][C:21]([CH2:22][N:23]2[C:31]3[C:26](=[CH:27][C:28](/[C:32](/[CH3:37])=[CH:33]/[C:34](O)=[O:35])=[CH:29][CH:30]=3)[CH:25]=[CH:24]2)=[CH:20][CH:19]=1>>[CH3:17][C:18]1[CH:19]=[CH:20][C:21]([CH2:22][N:23]2[C:31]3[C:26](=[CH:27][C:28](/[C:32](/[CH3:37])=[CH:33]/[C:34]([NH:1][C:2]4[CH:16]=[CH:15][CH:14]=[CH:13][C:3]=4[O:4][CH2:5][CH2:6][CH2:7][C:8]([OH:10])=[O:9])=[O:35])=[CH:29][CH:30]=3)[CH:25]=[CH:24]2)=[CH:38][CH:39]=1. Reported procedure: 425 mg of compound 33 was obtained in a similar manner to those described in the Examples 1 and 2 using 777 mg of ethyl 4-(2-aminophenoxy)butyrate and 531 mg of 3-[1-(4-methylbenzyl)indol-5-yl]isocrotonic acid obtained according to the procedures described in the Reference Examples 1-4. Starting materials: CCCC1CCC(c2ccc(-c3cnc(-c4ccc(Br)cc4)nc3)cc2)CC1, CN1CCCC1=O, Cl, N#C[Cu], O. Product: CCCC1CCC(c2ccc(-c3cnc(-c4ccc(C#N)cc4)nc3)cc2)CC1. RXN SMILES: [Br:1][c:2]1[cH:3][cH:4][c:5](-[c:8]2[n:9][cH:10][c:11](-[c:14]3[cH:15][cH:16][c:17]([CH:20]4[CH2:21][CH2:22][CH:23]([CH2:26][CH2:27][CH3:28])[CH2:24][CH2:25]4)[cH:18][cH:19]3)[cH:12][n:13]2)[cH:6][cH:7]1.[CH3:32][N:33]1[CH2:34][CH2:35][CH2:36][C:37]1=[O:38].[ClH:39].[Cu:29][C:30]#[N:31].[OH2:40]>>[c:2]1([C:30]#[N:31])[cH:3][cH:4][c:5](-[c:8]2[n:9][cH:10][c:11](-[c:14]3[cH:15][cH:16][c:17]([CH:20]4[CH2:21][CH2:22][CH:23]([CH2:26][CH2:27][CH3:28])[CH2:24][CH2:25]4)[cH:18][cH:19]3)[cH:12][n:13]2)[cH:6][cH:7]1. The reactants are Br.C(C)(=O)NC1(SCC(N1)(C1=CN=CS1)C)NC=1C=C(C(=O)O)C=CC1 (3-{[2-(Acetylamino)-4-methyl-4,5-bi-1,3-thiazol-2-yl]amino}benzoic acid, hydrobromide salt), Br.C(C)(=O)NC1(SCC(N1)(C1=CN=CS1)C)NC=1C=C(C(=O)O)C=CC1 (3-{[2-(Acetylamino)-4-methyl-4,5-bi-1,3-thiazol-2-yl]amino}benzoic acid, hydrobromide salt), CCO (EtOH), N1(CCOCC1)S(=O)(=O)C1=CC=C(C=C1)NC(=S)N (N-[4-(morpholin-4-ylsulfonyl)phenyl]thiourea). Run at time 5 hour. Product: CC=1N=C(SC1C=1N=C(SC1)NC1=CC=C(C=C1)S(=O)(=O)N1CCOCC1)NC(C)=O (N-(4′-methyl-2-{[4(morpholin-4-ylsulfonyl)phenyl]amino}-4,5′-bi-13 thiazol-2′-yl)acetamide). RXN SMILES: [N:1]1([S:7]([C:10]2[CH:15]=[CH:14][C:13]([NH:16][C:17]([NH2:19])=[S:18])=[CH:12][CH:11]=2)(=[O:9])=[O:8])[CH2:6][CH2:5][O:4][CH2:3][CH2:2]1.Br.[C:21]([NH:24][C:25]1(NC2C=C(C=CC=2)C(O)=O)[NH:29][C:28]([CH3:35])(C2SC=NC=2)[CH2:27][S:26]1)(=[O:23])[CH3:22].[CH3:46][CH2:47]O>>[CH3:35][C:28]1[N:29]=[C:25]([NH:24][C:21](=[O:23])[CH3:22])[S:26][C:27]=1[C:46]1[N:19]=[C:17]([NH:16][C:13]2[CH:12]=[CH:11][C:10]([S:7]([N:1]3[CH2:6][CH2:5][O:4][CH2:3][CH2:2]3)(=[O:8])=[O:9])=[CH:15][CH:14]=2)[S:18][CH:47]=1 |f:1.2|. Procedure details: According to the general procedure 1, N-[4-(morpholin-4-ylsulfonyl)phenyl]thiourea (prepared from [4-(morpholin-4-ylsulfonyl)phenyl]amine (Maybridge), following procedure D) is added to a solution of N-[5-(bromoacetyl)-4-methyl-1,3-thiazol-2-yl]acetamide (Intermediate 1) in EtOH. The mixture is stirred 5 hours at RT. The solvents are evaporated and the desired product is purified by crystallization Compound (112) is isolated as a beige solid (24.82 mg; 19%). M+ (ESI): 480. HPLC, Rt: 8.55 min (pu... Starting materials: COC(=O)CNC(=O)c1cc(Cl)c(Oc2cc(C)ncc2C(=O)N2CCN(C3CC3)c3ccccc32)cc1Cl, CCOC(C)=O, Cl, [Li+], C1COCCO1, [OH-], O, O. Product: Cc1cc(Oc2cc(Cl)c(C(=O)NCC(=O)O)cc2Cl)c(C(=O)N2CCN(C3CC3)c3ccccc32)cn1. As a reaction SMILES: [CH3:1][O:2][C:3]([CH2:4][NH:5][C:6]([c:7]1[c:8]([Cl:37])[cH:9][c:10]([O:14][c:15]2[cH:16][c:17]([CH3:36])[n:18][cH:19][c:20]2[C:21](=[O:22])[N:23]2[CH2:24][CH2:25][N:26]([CH:33]3[CH2:34][CH2:35]3)[c:27]3[cH:28][cH:29][cH:30][cH:31][c:32]32)[c:11]([Cl:13])[cH:12]1)=[O:38])=[O:39].[CH3:51][CH2:52][O:53][C:54](=[O:55])[CH3:56].[ClH:44].[Li+:43].[O:45]1[CH2:46][CH2:47][O:48][CH2:49][CH2:50]1.[OH-:42].[OH2:40].[OH2:41]>>[O:2]=[C:3]([CH2:4][NH:5][C:6]([c:7]1[c:8]([Cl:37])[cH:9][c:10]([O:14][c:15]2[cH:16][c:17]([CH3:36])[n:18][cH:19][c:20]2[C:21](=[O:22])[N:23]2[CH2:24][CH2:25][N:26]([CH:33]3[CH2:34][CH2:35]3)[c:27]3[cH:28][cH:29][cH:30][cH:31][c:32]32)[c:11]([Cl:13])[cH:12]1)=[O:38])[OH:39]. Reactants: C(C1=CC=CC=C1)N1CCC(=C(CC1)C=NO)Cl (1-benzyl-4-chloro-5-hydroxyiminomethyl-2,3,6,7-tetrahydro-1H-azepine), C(CC(=O)OCC)(=O)OCC (diethyl malonate), [H-].[Na+] (sodium hydride). The reagents and catalysts are [Cu]Br (copper(I) bromide). Product: C(C)OC(=O)C1=C([N+](=CC=2CCN(CCC21)CC2=CC=CC=C2)[O-])O (4-Ethoxycarbonyl-3-hydroxy-7-benzyl-6,7,8,9-tetrahydro-5H-pyrido[3,4-d]azepine 2-oxide). RXN SMILES: [CH2:1]([N:8]1[CH2:14][CH2:13][C:12]([CH:15]=[N:16][OH:17])=[C:11](Cl)[CH2:10][CH2:9]1)[C:2]1[CH:7]=[CH:6][CH:5]=[CH:4][CH:3]=1.[C:19](OCC)(=[O:26])[CH2:20][C:21]([O:23][CH2:24][CH3:25])=[O:22].[H-].[Na+]>[Cu]Br>[CH2:24]([O:23][C:21]([C:20]1[C:11]2[CH2:10][CH2:9][N:8]([CH2:1][C:2]3[CH:7]=[CH:6][CH:5]=[CH:4][CH:3]=3)[CH2:14][CH2:13][C:12]=2[CH:15]=[N+:16]([O-:17])[C:19]=1[OH:26])=[O:22])[CH3:25] |f:2.3|. Reported procedure: Prepared from 1-benzyl-4-chloro-5-hydroxyiminomethyl-2,3,6,7-tetrahydro-1H-azepine by reaction with diethyl malonate in the presence of sodium hydride and catalytic amounts of copper(I) bromide at 100° C.